From a dataset of the Open Reaction Database (ORD), a public repository of structured organic reaction records. describe an organic reaction: reactants, conditions, products, and yield Starting materials: BrN1C(CCC1=O)=O (N-Bromosuccinimide), CC=1OC2=C(C1)C=CC(=C2)[N+](=O)[O-] (2-methyl-6-nitrobenzofuran), N(=NC(C#N)(C)C)C(C#N)(C)C (azobisisobutyronitrile). Run in C(Cl)(Cl)(Cl)Cl (carbon tetrachloride). Product: BrCC=1OC2=C(C1)C=CC(=C2)[N+](=O)[O-] (2-Bromomethyl-6-nitrobenzofuran). Reaction SMILES: [Br:1]N1C(=O)CCC1=O.[CH3:9][C:10]1[O:11][C:12]2[CH:18]=[C:17]([N+:19]([O-:21])=[O:20])[CH:16]=[CH:15][C:13]=2[CH:14]=1.N(C(C)(C)C#N)=NC(C)(C)C#N>C(Cl)(Cl)(Cl)Cl>[Br:1][CH2:9][C:10]1[O:11][C:12]2[CH:18]=[C:17]([N+:19]([O-:21])=[O:20])[CH:16]=[CH:15][C:13]=2[CH:14]=1. Reported procedure: N-Bromosuccinimide ("NBS") (1.11 g, 6.2 mmole) was added to a solution of 2-methyl-6-nitrobenzofuran (1.00 g, 5.65 mmole) and azobisisobutyronitrile (20 mg) in carbon tetrachloride and the mixture was heated at reflux temperature for 11/2hours in the presence of a bright light. The solvent was then evaporated and the residue dissolved in methylene chloride, washed with water, dried (MgSO4), evaporated to dryness and purified by column chromatography on silica eluting with methylene chloride/hexa... The reactants are CON=C(C(=O)O)c1cccc(O)c1, O=C=NC(=O)C(Cl)(Cl)Cl, C1COCCO1. Product: CON=C(C(=O)O)c1cccc(OC(N)=O)c1. As a reaction SMILES: [CH3:10][O:11][N:12]=[C:13]([C:14](=[O:15])[OH:16])[c:17]1[cH:18][c:19]([OH:23])[cH:20][cH:21][cH:22]1.[Cl:1][C:2]([Cl:3])([Cl:4])[C:8]([N:5]=[C:6]=[O:7])=[O:9].[O:24]1[CH2:25][CH2:26][O:27][CH2:28][CH2:29]1>>[NH2:5][C:6](=[O:7])[O:23][c:19]1[cH:18][c:17]([C:13](=[N:12][O:11][CH3:10])[C:14](=[O:15])[OH:16])[cH:22][cH:21][cH:20]1. The reactants are Br.COC1=C(C=CC=C1)C=1N=C2SC3=C(N2C1)C=CC=C3 (2-(o-methoxyphenyl)imidazo[2,1-b]-benzothiazole hydrobromide), N (ammonia). Run in C(Cl)(Cl)Cl (chloroform), C(Cl)(Cl)Cl (chloroform). Reaction conditions: time 20 minute. The product is COC1=C(C=CC=C1)C=1N=C2SC3=C(N2C1)C=CC=C3 (2-(o-methoxyphenyl)imidazo[2,1-b]-benzothiazole). Yield: 81.6%. RXN SMILES: Br.[CH3:2][O:3][C:4]1[CH:9]=[CH:8][CH:7]=[CH:6][C:5]=1[C:10]1[N:11]=[C:12]2[N:16]([CH:17]=1)[C:15]1[CH:18]=[CH:19][CH:20]=[CH:21][C:14]=1[S:13]2.N>C(Cl)(Cl)Cl>[CH3:2][O:3][C:4]1[CH:9]=[CH:8][CH:7]=[CH:6][C:5]=1[C:10]1[N:11]=[C:12]2[N:16]([CH:17]=1)[C:15]1[CH:18]=[CH:19][CH:20]=[CH:21][C:14]=1[S:13]2 |f:0.1|. Procedure: Then, 3 g of the hydrobromide was added to a mixture of 50 ml of chloroform and 20 ml of 20% aqueous ammonia and after stirring the mixture for 20 minutes at room temperature, the chloroform layer formed was recovered. The chloroform layer obtained was washed with water, dried with anhydrous magnesium sulfate, and concentrated under reduced pressure to form white solid materials, which were recrystallized from toluene-n-hexane to provide 1.9 g of 2-(o-methoxyphenyl)imidazo[2,1-b]-benzothiazole. The reactants are solution, C(C)[Mg]Cl (ethylmagnesium chloride), CCOCC (ether), BrC1=NC=CC(=C1)C=O (2-bromo-pyridine-4-carbaldehyde). The solvent is C1CCOC1 (THF). Conditions: time 15 minute. Yields the product BrC1=NC=CC(=C1)C(CC)O (1-(2-bromo-pyridin-4-yl)-propan-1-ol). RXN SMILES: [Br:1][C:2]1[CH:7]=[C:6]([CH:8]=[O:9])[CH:5]=[CH:4][N:3]=1.[CH2:10]([Mg]Cl)[CH3:11].CCOCC>C1COCC1>[Br:1][C:2]1[CH:7]=[C:6]([CH:8]([OH:9])[CH2:10][CH3:11])[CH:5]=[CH:4][N:3]=1. Procedure details: To a chilled (−78° C.) solution of 2-bromo-pyridine-4-carbaldehyde (7.0 g, 38 mmol) in THF (200 mL) was added a 2 M solution of ethylmagnesium chloride in ether (23.5 mL, 47.0 mmol) over a 10 minute period. After 15 minutes, the mixture was gradually warmed to room temperature over 1 hour. The reaction was quenched by the slow addition of saturated aqueous NH4Cl (100 mL) and extracted with EtOAc (2×200 mL). The combined organic layers were washed with brine, dried over sodium sulfate, and concen... Starting materials: CC#N, COc1nc(C)nc(N)n1, O=C=NS(=O)(=O)c1cccs1. Yields the product COc1nc(C)nc(NC(=O)NS(=O)(=O)c2cccs2)n1. As a reaction SMILES: [CH3:22][C:23]#[N:24].[NH2:1][c:2]1[n:3][c:4]([CH3:10])[n:5][c:6]([O:8][CH3:9])[n:7]1.[s:11]1[c:12]([S:16](=[O:17])(=[O:18])[N:19]=[C:20]=[O:21])[cH:13][cH:14][cH:15]1>>[NH:1]([c:2]1[n:3][c:4]([CH3:10])[n:5][c:6]([O:8][CH3:9])[n:7]1)[C:20]([NH:19][S:16]([c:12]1[s:11][cH:15][cH:14][cH:13]1)(=[O:17])=[O:18])=[O:21].